This data is from the Open Reaction Database (ORD), a public repository of structured organic reaction records. The task is: describe an organic reaction: reactants, conditions, products, and yield The reactants are C1(CC1)C(=O)O (cyclopropanecarboxylic acid), ClC1=C(COC2=CC3=C(N=C(S3)N)C=C2)C(=CC=C1)Cl (6-[(2,6-dichlorobenzyl)oxy]-1,3-benzothiazol-2-amine). Run in N1=CC=CC=C1 (pyridine). Run at temperature 20 celsius, time 1 hour. Product: ClC1=C(COC2=CC3=C(N=C(S3)NC(=O)C3CC3)C=C2)C(=CC=C1)Cl (N-{6-[(2,6-dichlorobenzyl)oxy]-1,3-benzothiazol-2-yl}cyclopropanecarboxamide). The yield is 60.2%. RXN SMILES: [CH:1]1([C:4]([OH:6])=O)[CH2:3][CH2:2]1.[Cl:7][C:8]1[CH:25]=[CH:24][CH:23]=[C:22]([Cl:26])[C:9]=1[CH2:10][O:11][C:12]1[CH:21]=[CH:20][C:15]2[N:16]=[C:17]([NH2:19])[S:18][C:14]=2[CH:13]=1>N1C=CC=CC=1>[Cl:7][C:8]1[CH:25]=[CH:24][CH:23]=[C:22]([Cl:26])[C:9]=1[CH2:10][O:11][C:12]1[CH:21]=[CH:20][C:15]2[N:16]=[C:17]([NH:19][C:4]([CH:1]3[CH2:3][CH2:2]3)=[O:6])[S:18][C:14]=2[CH:13]=1. Procedure details: add 23 mg of cyclopropanecarboxylic acid to a solution of 70 mg of 6-[(2,6-dichlorobenzyl)oxy]-1,3-benzothiazol-2-amine in 1.5 cm3 of anhydrous pyridine. After stirring for one hour at around 20° C., the reaction mixture is concentrated to dryness under reduced pressure (0.2 kPa). The residue is taken up in 25 cm3 of water, then the mixture obtained is extracted three times with 20 cm3 of dichloromethane. The combined organic phases are washed twice with 20 cm3 of water, dried over magnesium sul...